This data is from the Open Reaction Database (ORD), a public repository of structured organic reaction records. The task is: describe an organic reaction: reactants, conditions, products, and yield Starting materials: aldehyde, amine, NC=1C=C2C(=C(C=NC2=CC1)C#N)NC1=CC(=CC=C1)Br (6-amino-4-(3-bromo-phenylamino)-quinoline-3-carbonitrile), COC(CCN1CCCC1)OC (3-(pyrrolidin-1-yl)propionaldehyde dimethyl acetal), Cl (HCl), C(#N)[BH3-].[Na+] (sodium cyanoborohydride). The solvent is C(C)(=O)O (acetic acid), C(C)O (ethanol), O (water). Reaction conditions: temperature 40 celsius, time 0.5 hour. Yields the product BrC=1C=C(C=CC1)NC1=C(C=NC2=CC=C(C=C12)NCCCN1CCCC1)C#N (4-(3-Bromo-phenylamino)-6-(3-pyrrolidin-1-yl-propylamino)-quinoline-3-carbonitrile). Isolated yield 21.6%. RXN SMILES: CO[CH:3](OC)[CH2:4][CH2:5][N:6]1[CH2:10][CH2:9][CH2:8][CH2:7]1.Cl.[NH2:14][C:15]1[CH:16]=[C:17]2[C:22](=[CH:23][CH:24]=1)[N:21]=[CH:20][C:19]([C:25]#[N:26])=[C:18]2[NH:27][C:28]1[CH:33]=[CH:32][CH:31]=[C:30]([Br:34])[CH:29]=1.C([BH3-])#N.[Na+]>O.C(O)C.C(O)(=O)C>[Br:34][C:30]1[CH:29]=[C:28]([NH:27][C:18]2[C:17]3[C:22](=[CH:23][CH:24]=[C:15]([NH:14][CH2:3][CH2:4][CH2:5][N:6]4[CH2:10][CH2:9][CH2:8][CH2:7]4)[CH:16]=3)[N:21]=[CH:20][C:19]=2[C:25]#[N:26])[CH:33]=[CH:32][CH:31]=1 |f:3.4|. Procedure details: Dissolved 0.64 g (3.69 mmol) 3-(pyrrolidin-1-yl)propionaldehyde dimethyl acetal in 10 ml water and acidified to pH 1 with concentrated HCl. Heated to 40° C. for 90 minutes, removed heat and neutralized with sodium bicarbonate. Dissolved 500 mg (1.47 mmol) 6-amino-4-(3-bromo-phenylamino)-quinoline-3-carbonitrile in 100 ml ethanol and added acetic acid until pH was 3 to 4. Added the deprotected aldehyde to the amine solution and stirred at 25° C. for 0.5 hour. Gradually added 94 mg (1.47 mmol) sod... Reactants: N([C@@H](CC(OC)=O)C(=O)N1[C@H](C(=O)OCC2=CC=CC=C2)CCC1)C(=O)OC(C)(C)C (Boc-Asp(OMe)-Pro-OBzl), Cl (hydrochloric acid). Solvent: C(C)(=O)OCC (ethyl acetate), C(C)(=O)OCC (Ethyl acetate). Run at temperature 0 celsius, time 5 hour. Yields the product N[C@@H](CC(OC)=O)C(=O)N1[C@H](C(=O)OCC2=CC=CC=C2)CCC1.Cl (H-Asp(OMe)-Pro-OBzl.HCl). Reaction SMILES: [NH:1](C(OC(C)(C)C)=O)[C@H:2]([C:8]([N:10]1[CH2:24][CH2:23][CH2:22][C@H:11]1[C:12]([O:14][CH2:15][C:16]1[CH:21]=[CH:20][CH:19]=[CH:18][CH:17]=1)=[O:13])=[O:9])[CH2:3][C:4](=[O:7])[O:5][CH3:6].[ClH:32]>C(OCC)(=O)C>[NH2:1][C@H:2]([C:8]([N:10]1[CH2:24][CH2:23][CH2:22][C@H:11]1[C:12]([O:14][CH2:15][C:16]1[CH:21]=[CH:20][CH:19]=[CH:18][CH:17]=1)=[O:13])=[O:9])[CH2:3][C:4](=[O:7])[O:5][CH3:6].[ClH:32] |f:3.4|. Reported procedure: Boc-Asp(OMe)-Pro-OBzl (7.25 g) was dissolved in dry ethyl acetate (25 ml) and cooled in ice. Ethyl acetate saturated with hydrochloric acid (45 ml) was added and the mixture was stirred at 0° C. for 5 h. The excess of hydrochloric acid was removed by a nitrogen-flow and the resulting solution was concentrated in vacuo yielding H-Asp(OMe)-Pro-OBzl.HCl as a white solid (6.21 g). Reactants: CC1(CCC(C=2C=CC(=CC12)C#CC1=CC=C(C(=O)O)C=C1)=O)C (4-[(5,6,7,8-tetrahydro-8,8-dimethyl-5-oxonaphth-2-yl) ethynyl]benzoic acid), CC1(CCC(C=2C=CC(=CC12)C#CC1=CC=C(C(=O)O)C=C1)=O)C (4-[(5,6,7,8-tetrahydro-8,8-dimethyl-5-oxonaphth-2-yl) ethynyl]benzoic acid), CC1(CCC(C=2C=C(C=CC12)C#CC1=CC=C(C(=O)OCC)C=C1)=O)C (ethyl 4-[(5,6,7,8-tetrahydro-8,8-dimethyl-5-oxonaphth-3-yl)ethynyl]benzoate), CC1(CCC(C=2C=C(C=CC12)C#CC1=CC=C(C(=O)OCC)C=C1)=O)C (ethyl 4-[(5,6,7,8-tetrahydro-8,8-dimethyl-5-oxonaphth-3-yl)ethynyl]benzoate). Product: CC1(CCC(C=2C=C(C=CC12)C#CC1=CC=C(C(=O)O)C=C1)=O)C (4-[(5,6,7,8-tetrahydro-8,8-dimethyl-5-oxonaphth-3-yl)ethynyl]benzoic acid). RXN SMILES: CC1(C)C2C=C(C#CC3C=CC(C(O)=O)=CC=3)C=CC=2C(=O)CC1.[CH3:25][C:26]1([CH3:50])[C:35]2[CH:34]=[CH:33][C:32]([C:36]#[C:37][C:38]3[CH:48]=[CH:47][C:41]([C:42]([O:44]CC)=[O:43])=[CH:40][CH:39]=3)=[CH:31][C:30]=2[C:29](=[O:49])[CH2:28][CH2:27]1>>[CH3:25][C:26]1([CH3:50])[C:35]2[CH:34]=[CH:33][C:32]([C:36]#[C:37][C:38]3[CH:39]=[CH:40][C:41]([C:42]([OH:44])=[O:43])=[CH:47][CH:48]=3)=[CH:31][C:30]=2[C:29](=[O:49])[CH2:28][CH2:27]1. Reported procedure: Employing the same general procedure as for the preparation of 4-[(5,6,7,8-tetrahydro-8,8-dimethyl-5-oxonaphth-2-yl) ethynyl]benzoic acid (Compound 7), 500 mg (1.45 mmol) of ethyl 4-[(5,6,7,8-tetrahydro-8,8-dimethyl-5-oxonaphth-3-yl)ethynyl]benzoate (Compound 2) was converted into the title compound using 4 ml (4 mmol) of LiOH (1 N aqueous solution). Starting materials: [N+](=O)([O-])C1=CC=C2C=CCCC2=C1 (1,2-dihydro-7-nitro-naphthalene), C([O-])(O)=O.[Na+] (sodium bicarbonate), ClC1=CC(=CC=C1)C(=O)OO (metachloroperbenzoic acid), C([O-])(O)=O (bicarbonate). Solvent: C(Cl)Cl (methylene chloride). Reaction conditions: time 5 hour. Yields the product [N+](=O)([O-])C=1C=CC=C2CCC3C(O3)C12 (7-nitro-1a,2,3,7b-tetrahydro-naphth-[1,2-b]-oxirene). RXN SMILES: [N+:1]([C:4]1[CH:13]=[C:12]2[C:7](C=C[CH2:10][CH2:11]2)=[CH:6][CH:5]=1)([O-:3])=[O:2].[C:14](=[O:17])(O)[O-].[Na+].Cl[C:20]1C=CC=C(C(OO)=O)C=1.C(=O)(O)[O-]>C(Cl)Cl>[N+:1]([C:4]1[CH:5]=[CH:6][CH:7]=[C:12]2[C:13]=1[CH:20]1[O:17][CH:14]1[CH2:10][CH2:11]2)([O-:3])=[O:2] |f:1.2|. Reported procedure: 2.45 g of the product of Step 1, 36 ml of methylene chloride, 47 ml of 0.5N sodium bicarbonate solution and 3.40 g of metachloroperbenzoic acid were stirred at 20 C. for 5 hours. 0.7 g of per-acid and 9.30 ml of bicarbonate solution were added after 2 hours. After decanting, extraction was done with methylene chloride and the extracts were washed with water, dried and the solvent was evaporated. After crystallization from ether, 1.6 g of the expected product melting at 67° C. and after crystalli... Reactants: CN(CCCN)C (N,N-Dimethy-1,3-propanediamine), ClC1=C(C=C(C(=O)N(C)C)C=C1)[N+](=O)[O-] (4-chloro-N,N-dimethyl-3-nitrobenzamide). Solvent: C(C)(=O)OCC (ethyl acetate). Run at temperature 90 celsius, time 2 hour. Product: CN(CCCNC1=C(C=C(C(=O)N(C)C)C=C1)[N+](=O)[O-])C (4-{[3-(Dimethylamino)propyl]amino}-N,N-dimethyl-3-nitrobenzamide). The yield is 100.8%. As a reaction SMILES: [CH3:1][N:2]([CH3:7])[CH2:3][CH2:4][CH2:5][NH2:6].Cl[C:9]1[CH:19]=[CH:18][C:12]([C:13]([N:15]([CH3:17])[CH3:16])=[O:14])=[CH:11][C:10]=1[N+:20]([O-:22])=[O:21]>C(OCC)(=O)C>[CH3:1][N:2]([CH3:7])[CH2:3][CH2:4][CH2:5][NH:6][C:9]1[CH:19]=[CH:18][C:12]([C:13]([N:15]([CH3:17])[CH3:16])=[O:14])=[CH:11][C:10]=1[N+:20]([O-:22])=[O:21]. Reported procedure: N,N-Dimethy-1,3-propanediamine (1.95 g) was added to 4-chloro-N,N-dimethyl-3-nitrobenzamide (2.18 g) and stirred for 2 hours at 90° C. The reaction mixture, with ethyl acetate added thereto, was washed with 1N sodium hydroxide aqueous solution, water and saturated brine successively, dried over sodium sulfate anhydride, and concentrated, thereby yielding the entitled compound (2.83 g) as yellowish orange oil.